Dataset: the Open Reaction Database (ORD), a public repository of structured organic reaction records. Task: describe an organic reaction: reactants, conditions, products, and yield Reactants: C1CCOC1, CCN(C(C)C)C(C)C, CCOC(=O)C(=O)Cl, c1ccc(CNCC2COCCN2Cc2ccccc2)cc1. Yields the product CCOC(=O)C(=O)N(Cc1ccccc1)CC1COCCN1Cc1ccccc1. RXN SMILES: [CH2:40]1[O:41][CH2:42][CH2:43][CH2:44]1.[CH:23]([N:24]([CH2:25][CH3:26])[CH:27]([CH3:28])[CH3:29])([CH3:30])[CH3:31].[Cl:32][C:33]([C:34](=[O:35])[O:36][CH2:37][CH3:38])=[O:39].[c:1]1([CH2:7][NH:8][CH2:9][CH:10]2[CH2:11][O:12][CH2:13][CH2:14][N:15]2[CH2:16][c:17]2[cH:18][cH:19][cH:20][cH:21][cH:22]2)[cH:2][cH:3][cH:4][cH:5][cH:6]1>>[c:1]1([CH2:7][N:8]([CH2:9][CH:10]2[CH2:11][O:12][CH2:13][CH2:14][N:15]2[CH2:16][c:17]2[cH:18][cH:19][cH:20][cH:21][cH:22]2)[C:33]([C:34](=[O:35])[O:36][CH2:37][CH3:38])=[O:39])[cH:2][cH:3][cH:4][cH:5][cH:6]1.